Dataset: the Open Reaction Database (ORD), a public repository of structured organic reaction records. Task: describe an organic reaction: reactants, conditions, products, and yield The reactants are FC(C(=O)O)(F)F (trifluoroacetic acid), C1(CC1)NC(=O)C=1C=C(C(=C(C1)C=1C=C2C(=CN(C(C2=CC1)=O)CC1CC1)S(=O)(=O)N1CCN(CC1)C(=O)OC(C)(C)C)C)F (tert-butyl 4-({6-[5-(cyclopropylcarbamoyl)-3-fluoro-2-methylphenyl]-2-(cyclopropylmethyl)-1-oxo-1,2-dihydroisoquinolin-4-yl}sulfonyl)piperazine-1-carboxylate), starting material. The solvent is C(Cl)Cl (DCM). Reaction conditions: time 8 hour. Product: C1(CC1)NC(C1=CC(=C(C(=C1)F)C)C=1C=C2C(=CN(C(C2=CC1)=O)CC1CC1)S(=O)(=O)N1CCNCC1)=O (N-Cyclopropyl-3-[2-(cyclopropylmethyl)-1-oxo-4-(piperazin-1-ylsulfonyl)-1,2-dihydroisoquinolin-6-yl]-5-fluoro-4-methylbenzamide). Yield: 28.6%. As a reaction SMILES: [CH:1]1([NH:4][C:5]([C:7]2[CH:8]=[C:9]([F:45])[C:10]([CH3:44])=[C:11]([C:13]3[CH:14]=[C:15]4[C:20](=[CH:21][CH:22]=3)[C:19](=[O:23])[N:18]([CH2:24][CH:25]3[CH2:27][CH2:26]3)[CH:17]=[C:16]4[S:28]([N:31]3[CH2:36][CH2:35][N:34](C(OC(C)(C)C)=O)[CH2:33][CH2:32]3)(=[O:30])=[O:29])[CH:12]=2)=[O:6])[CH2:3][CH2:2]1.FC(F)(F)C(O)=O>C(Cl)Cl>[CH:1]1([NH:4][C:5](=[O:6])[C:7]2[CH:8]=[C:9]([F:45])[C:10]([CH3:44])=[C:11]([C:13]3[CH:14]=[C:15]4[C:20](=[CH:21][CH:22]=3)[C:19](=[O:23])[N:18]([CH2:24][CH:25]3[CH2:27][CH2:26]3)[CH:17]=[C:16]4[S:28]([N:31]3[CH2:36][CH2:35][NH:34][CH2:33][CH2:32]3)(=[O:30])=[O:29])[CH:12]=2)[CH2:2][CH2:3]1. Procedure: To a solution of tert-butyl 4-({6-[5-(cyclopropylcarbamoyl)-3-fluoro-2-methylphenyl]-2-(cyclopropylmethyl)-1-oxo-1,2-dihydroisoquinolin-4-yl}sulfonyl)piperazine-1-carboxylate (Example 47c, 0.141 g) dissolved in DCM (10 mL) was added trifluoroacetic acid (0.5 mL). The reaction mixture was stirred at room temperature overnight. The reaction was purified by SCX, flushing with methanol (impurities), and eluting the product with 0.7 N methanolic ammonia. Purification by preparative HPLC (Xbridge colu... Reactants: C(C)(=O)OCC (ethyl acetate), C1(=CC=CC=C1)S (benzenethiol), C(C1=CC=CC=C1)OC1=C(C=CC(=C1)F)[N+](=O)[O-] (2-benzyloxy-4-fluoronitrobenzene), suspension, [H-].[Na+] (sodium hydride), oil. Solvent: CN(C)C=O (DMF). Run at time 1 hour. Yields the product C(C1=CC=CC=C1)OC1=C(C=CC(=C1)SC1=CC=CC=C1)[N+](=O)[O-] (2-benzyloxy-1-nitro-4-phenylsulfanylbenzene). As a reaction SMILES: [H-].[Na+].[C:3]1([SH:9])[CH:8]=[CH:7][CH:6]=[CH:5][CH:4]=1.[CH2:10]([O:17][C:18]1[CH:23]=[C:22](F)[CH:21]=[CH:20][C:19]=1[N+:25]([O-:27])=[O:26])[C:11]1[CH:16]=[CH:15][CH:14]=[CH:13][CH:12]=1.C(OCC)(=O)C>CN(C=O)C>[CH2:10]([O:17][C:18]1[CH:23]=[C:22]([S:9][C:3]2[CH:8]=[CH:7][CH:6]=[CH:5][CH:4]=2)[CH:21]=[CH:20][C:19]=1[N+:25]([O-:27])=[O:26])[C:11]1[CH:16]=[CH:15][CH:14]=[CH:13][CH:12]=1 |f:0.1|. Procedure details: A 60% suspension of sodium hydride in mineral oil (490 mg, 12.2 mmol) is stirred in 15 mL of DMF. To this mixture is carefully added benzenethiol (1.25 mL, 1.34 g, 12.2 mmol) and the mixture stirred for 1 h. To this solution is added portionwise 2-benzyloxy-4-fluoronitrobenzene (3.00 g, 12.1 mmol), giving initially a dark solution that eventually changed to pale yellow. When LC shows disappearance of starting material, the mixture is poured into ethyl acetate and extracted with water, 1N sodium ... The reactants are C(C1=CC=CC=C1)OC1=NC(=CC=C1C1=C(CNS(=O)(=O)C)C=C(C(=C1)C(C)(C)C)OC)C (N-[2-(2-benzyloxy-6-methyl-pyridin-3-yl)-4-tert-butyl-5-methoxy-benzyl]-methanesulfonamide). Reagents/catalysts: [Pd] (Pd/C). Run in CO (MeOH), CCOC(=O)C (EtOAc). Run at time 1 hour. Product: C(C)(C)(C)C1=CC(=C(CNS(=O)(=O)C)C=C1OC)C=1C(NC(=CC1)C)=O (N-[4-tert-Butyl-5-methoxy-2-(6-methyl-2-oxo-1,2-dihydro-pyridin-3-yl)-benzyl]-methanesulfonamide). Reaction SMILES: C([O:8][C:9]1[C:14]([C:15]2[CH:26]=[C:25]([C:27]([CH3:30])([CH3:29])[CH3:28])[C:24]([O:31][CH3:32])=[CH:23][C:16]=2[CH2:17][NH:18][S:19]([CH3:22])(=[O:21])=[O:20])=[CH:13][CH:12]=[C:11]([CH3:33])[N:10]=1)C1C=CC=CC=1>CO.CCOC(C)=O.[Pd]>[C:27]([C:25]1[C:24]([O:31][CH3:32])=[CH:23][C:16]([CH2:17][NH:18][S:19]([CH3:22])(=[O:21])=[O:20])=[C:15]([C:14]2[C:9](=[O:8])[NH:10][C:11]([CH3:33])=[CH:12][CH:13]=2)[CH:26]=1)([CH3:30])([CH3:28])[CH3:29]. Procedure details: step 3—A mixture of 74 and 10% Pd/C (5 mg) in a mixture of MeOH (8 mL) and EtOAc (4 mL) under 1 atmosphere of H2 at RT was stirred for 1 h. The catalyst was filtered off and the filtrate was concentrated. The crude residue was purified on a preparative SiO2 TLC plate developed with 4% MeOH/DCM to afford 7.3 mg (53%) of I-37. Run in O1CCOCC1 (dioxane). Reaction conditions: temperature 80 celsius. Procedure: 0.533 g (II), 0.850 g (R)-1-amino-1-(4-fluorophenyl)-2-methylpropan-2-ol and 1.3 ml diisopropylethylamine are suspended in 9.8 ml dioxane. The reaction mixture is heated to 80° C. in the microwave for 2 hours and then evaporated to dryness. The residue is mixed with water. The precipitate formed is suction filtered and purified by chromatography (silica gel, petroleum ether/ethyl acetate 100/0 to 60/40). 0.260 g (III-4) are obtained as a solid. Analytical HPLC-MS (method A): 1.39 min. The product is ClC=1N=C(C2=C(N1)CCS2)N[C@@H](C(C)(O)C)C2=CC=C(C=C2)F ((R)-1-(2-chloro-6,7-dihydrothieno[3,2-d]pyrimidin-4-ylamino)-1-(4-fluorophenyl)-2-methylpropan-2-ol). The reactants are ClC=1N=C(C2=C(N1)CCS2)Cl (2,4-dichloro-6,7-dihydrothieno[3,2-d]pyrimidin), N[C@@H](C(C)(O)C)C1=CC=C(C=C1)F ((R)-1-amino-1-(4-fluorophenyl)-2-methylpropan-2-ol), C(C)(C)N(CC)C(C)C (diisopropylethylamine). Reaction SMILES: [Cl:1][C:2]1[N:3]=[C:4](Cl)[C:5]2[S:10][CH2:9][CH2:8][C:6]=2[N:7]=1.[NH2:12][C@H:13]([C:18]1[CH:23]=[CH:22][C:21]([F:24])=[CH:20][CH:19]=1)[C:14]([CH3:17])([OH:16])[CH3:15].C(N(C(C)C)CC)(C)C>O1CCOCC1>[Cl:1][C:2]1[N:3]=[C:4]([NH:12][C@H:13]([C:18]2[CH:19]=[CH:20][C:21]([F:24])=[CH:22][CH:23]=2)[C:14]([CH3:17])([OH:16])[CH3:15])[C:5]2[S:10][CH2:9][CH2:8][C:6]=2[N:7]=1. Starting materials: ice water, CS(=O)(=O)O[C@@H]1C[C@H](N(C1)C(=O)OCC1=CC=C(C=C1)[N+](=O)[O-])C(=O)NNC(=O)NC ((2S, 4R)-4-methanesulfonyloxy-2-(4-methylsemicarbazidocarbonyl)-1- (4-nitrobenzyloxycarbonyl)pyrrolidine), S(O)(O)(=O)=O (sulfuric acid), O.N (ammonia water). Reaction conditions: time 3 hour. The product is CS(=O)(=O)O[C@@H]1C[C@H](N(C1)C(=O)OCC1=CC=C(C=C1)[N+](=O)[O-])C=1SC(=NN1)NC ((2S, 4R)-4-methanesulfonyloxy-2-{5-(methylamino)-1,3,4-thiadiazol-2-yl }-1-(4-nitrobenzyloxycarbonyl)pyrrolidine). As a reaction SMILES: [CH3:1][S:2]([O:5][C@H:6]1[CH2:10][N:9]([C:11]([O:13][CH2:14][C:15]2[CH:20]=[CH:19][C:18]([N+:21]([O-:23])=[O:22])=[CH:17][CH:16]=2)=[O:12])[C@H:8]([C:24]([NH:26][NH:27][C:28]([NH:30][CH3:31])=O)=O)[CH2:7]1)(=[O:4])=[O:3].O.N.[S:34](=O)(=O)(O)O>>[CH3:1][S:2]([O:5][C@H:6]1[CH2:10][N:9]([C:11]([O:13][CH2:14][C:15]2[CH:20]=[CH:19][C:18]([N+:21]([O-:23])=[O:22])=[CH:17][CH:16]=2)=[O:12])[C@H:8]([C:24]2[S:34][C:28]([NH:30][CH3:31])=[N:27][N:26]=2)[CH2:7]1)(=[O:4])=[O:3] |f:1.2|. Procedure details: A suspension of (2S, 4R)-4-methanesulfonyloxy-2-(4-methylsemicarbazidocarbonyl)-1- (4-nitrobenzyloxycarbonyl)pyrrolidine (2.00 g) in concentrated sulfuric acid (20 ml) was stirred at 0°-5° C. for 3 hours. The reaction mixture was poured into ice-water (200 ml), adjusted to pH 9 with concentrated ammonia water, extracted with dichloromethane (100 ml), dried over magnesium sulfate and concentrated under reduced pressure to give a syrup. The syrup was subjected to a column chromatography on silica ...